describe an organic reaction: reactants, conditions, products, and yield From a dataset of the Open Reaction Database (ORD), a public repository of structured organic reaction records. Reactants: CC1(CCCCC1)C=1C=C(C(=O)O)C=CC1O[Si](C)(C)C(C)(C)C (3-(1-methylcyclohexyl)-4-tert-butyldimethylsilyloxybenzoic acid), C[Li] (methyllithium). Solvent: CCOCC (ether). Run at time 8 hour. Yields the product CC1(CCCCC1)C=1C=C(C=CC1O[Si](C)(C)C(C)(C)C)C(C)=O (3-(1-methylcyclohexyl)-4-tert-butyldimethylsilyloxyphenylethanone). RXN SMILES: [CH3:1][C:2]1([C:8]2[CH:9]=[C:10]([CH:14]=[CH:15][C:16]=2[O:17][Si:18]([C:21]([CH3:24])([CH3:23])[CH3:22])([CH3:20])[CH3:19])[C:11]([OH:13])=O)[CH2:7][CH2:6][CH2:5][CH2:4][CH2:3]1.[CH3:25][Li]>CCOCC>[CH3:1][C:2]1([C:8]2[CH:9]=[C:10]([C:11](=[O:13])[CH3:25])[CH:14]=[CH:15][C:16]=2[O:17][Si:18]([C:21]([CH3:22])([CH3:24])[CH3:23])([CH3:19])[CH3:20])[CH2:7][CH2:6][CH2:5][CH2:4][CH2:3]1. Reported procedure: 28.82 g (0.083 mol) of 3-(1-methylcyclohexyl)-4-tert-butyldimethylsilyloxybenzoic acid, in 300 ml ether, are treated at -20° C. under nitrogen, with 0.166 mol of methyllithium (1.6M in ether). The reaction mixture is stirred under nitrogen overnight and it is then treated as for Example 25(a). After filtration of the residue on silica, 22 g (76%) of the expected product are isolated in the form of a yellow oil. Starting materials: FC1=C(C=CC(=C1)F)C(CN1N=CN=C1)(O)C=1SC2=C(N1)C=CC(=C2)C(N)=S (1-(2,4-Difluorophenyl)-1-(6-thiocarbamoylbenzothiazol-2-yl)-2-(1H-1,2,4-triazol-yl)ethanol), C(O)([O-])=O.[Na+] (sodium hydrogencarbonate), BrCC(C)=O (bromoacetone). The product is FC1=C(C=CC(=C1)F)C(CN1N=CN=C1)(O)C=1SC2=C(N1)C=CC(=C2)S2CN(C=C2)C (1-(2,4-difluorophenyl)-1-(6-(3-methylthiazol-1-yl)-benzothiazol-2-yl)-2-(1H-1,2,4-triazol-1-yl)ethanol). Reaction SMILES: [F:1][C:2]1[CH:7]=[C:6]([F:8])[CH:5]=[CH:4][C:3]=1[C:9]([C:17]1[S:18][C:19]2[CH:25]=[C:24](C(=S)N)[CH:23]=[CH:22][C:20]=2[N:21]=1)([OH:16])[CH2:10][N:11]1[CH:15]=[N:14][CH:13]=[N:12]1.C(=O)([O-])O.[Na+].BrC[C:36](=O)[CH3:37]>>[F:1][C:2]1[CH:7]=[C:6]([F:8])[CH:5]=[CH:4][C:3]=1[C:9]([C:17]1[S:18][C:19]2[CH:25]=[C:24]([SH:18]3[CH:37]=[CH:36][N:21]([CH3:20])[CH2:17]3)[CH:23]=[CH:22][C:20]=2[N:21]=1)([OH:16])[CH2:10][N:11]1[CH:15]=[N:14][CH:13]=[N:12]1 |f:1.2|. Procedure: 1-(2,4-Difluorophenyl)-1-(6-thiocarbamoylbenzothiazol-2-yl)-2-(1H-1,2,4-triazol-yl)ethanol is reacted with sodium hydrogencarbonate and bromoacetone to obtain 1-(2,4-difluorophenyl)-1-(6-(3-methylthiazol-1-yl)-benzothiazol-2-yl)-2-(1H-1,2,4-triazol-1-yl)ethanol. The reactants are C([O-])([O-])=O.[Na+].[Na+] (sodium carbonate), C(C)OC(=O)C1=NC(=NC=C1)NC1=CC(=C(C=C1)N1C=NC(=C1)C)OC (2-[3-methoxy-4-(4-methyl-imidazol-1-yl)-phenylamino]-pyrimidine-4-carboxylic acid ethyl ester), solution, C1(CC1)[Mg]Br (cyclopropylmagnesiumbromide), O1CCCC1 (tetrahydrofurane), O1CCCC1 (tetrahydrofurane). Conditions: temperature 0 celsius, time 15 minute. The product is C1(CC1)C(O)(C1=NC(=NC=C1)NC1=CC(=C(C=C1)N1C=NC(=C1)C)OC)C1CC1 (Dicyclopropyl-{2-[3-methoxy-4-(4-methyl-imidazol-1-yl)-phenylamino]-pyrimidin-4-yl}-methanol). The yield is 88.0%. RXN SMILES: C(O[C:4]([C:6]1[CH:11]=[CH:10][N:9]=[C:8]([NH:12][C:13]2[CH:18]=[CH:17][C:16]([N:19]3[CH:23]=[C:22]([CH3:24])[N:21]=[CH:20]3)=[C:15]([O:25][CH3:26])[CH:14]=2)[N:7]=1)=[O:5])C.[CH:27]1([Mg]Br)[CH2:29][CH2:28]1.C(=O)([O-])[O-].[Na+].[Na+].O1[CH2:42][CH2:41][CH2:40]C1>>[CH:27]1([C:4]([CH:40]2[CH2:41][CH2:42]2)([C:6]2[CH:11]=[CH:10][N:9]=[C:8]([NH:12][C:13]3[CH:18]=[CH:17][C:16]([N:19]4[CH:23]=[C:22]([CH3:24])[N:21]=[CH:20]4)=[C:15]([O:25][CH3:26])[CH:14]=3)[N:7]=2)[OH:5])[CH2:29][CH2:28]1 |f:2.3.4|. Procedure: To a solution of 2-[3-methoxy-4-(4-methyl-imidazol-1-yl)-phenylamino]-pyrimidine-4-carboxylic acid ethyl ester (46 mg, 0.13 mmol) in tetrahydrofurane (2.5 mL) was added at 0° C. over 1 min a 0.5 M solution of cyclopropylmagnesiumbromide in tetrahydrofurane (1.02 mL, 0.51 mmol). The reaction mixture was stirred at 0° C. for 15 min followed by 1.5 h at 20° C. The mixture was poured on saturated sodium carbonate solution (5 mL) and the mixture was extracted with ethyl acetate (40 mL). The organic l... Starting materials: FC(SCl)(F)F (trifluoromethanesulfenyl chloride), N1C=CC=C1 (pyrrole), N1=CC=CC=C1 (pyridine). Reagents/catalysts: [Fe] (iron). The solvent is C(=O)=O (dry ice), C(Cl)(Cl)Cl (chloroform). Run at time 3 day. Product: FC(SC=1NC(=CC1)SC(F)(F)F)(F)F (2,5-bis(trifluoromethylthio)pyrrole), FC(SC=1NC=C(C1)SC(F)(F)F)(F)F (2,4-bis(trifluoromethylthio)pyrrole). Reaction SMILES: [F:1][C:2]([F:6])([F:5])[S:3]Cl.[NH:7]1[CH:11]=[CH:10][CH:9]=[CH:8]1.[N:12]1[CH:17]=[CH:16][CH:15]=[CH:14]C=1>C(=O)=O.C(Cl)(Cl)Cl.[Fe]>[F:1][C:2]([F:6])([F:5])[S:3][C:8]1[NH:7][C:11]([S:3][C:2]([F:6])([F:5])[F:1])=[CH:10][CH:9]=1.[F:1][C:2]([F:6])([F:5])[S:3][C:17]1[NH:12][CH:14]=[C:15]([S:3][C:2]([F:6])([F:5])[F:1])[CH:16]=1. Reported procedure: 25 g of trifluoromethanesulfenyl chloride was condensed in a pressured bottle in dry ice and 2.34 g of pyrrole in 40 ml of anhydrous chloroform, 12.1 g of pyridine and 0.8 g of iron powder were added. The mixture was then stirred at room temperature for 3 days. It was then filtered to remove insoluble materials. The mixture was washed with water, diluted hydrochloric acid and water again. After evaporation of the solvent, the residue was distilled under vacuum, giving 4.2 g of 2,5-bis(trifluorom... Starting materials: BrC=1C=C2C(=NC1)OC1=CC=C(C=C1[C@@]21COCC(=N1)N)I ((S)-3-bromo-7-iodo-2′,6′-dihydrospiro[chromeno[2,3-b]pyridine-5,3′-[1,4]oxazin]-5′-amine), CC(C#C)(C)C (3,3-dimethyl-1-butyne). The reagents and catalysts are C=1C=CC(=CC1)[P](C=2C=CC=CC2)(C=3C=CC=CC3)[Pd]([P](C=4C=CC=CC4)(C=5C=CC=CC5)C=6C=CC=CC6)([P](C=7C=CC=CC7)(C=8C=CC=CC8)C=9C=CC=CC9)[P](C=1C=CC=CC1)(C=1C=CC=CC1)C=1C=CC=CC1 (Pd(PPh3)4), [Cu]I (copper(I) iodide). The solvent is CC1CCCO1 (2-MeTHF). Reaction conditions: temperature 90 celsius. Yields the product CC(C#CC=1C=C2C(=NC1)OC1=CC=C(C=C1[C@@]21COCC(=N1)N)C#CC(C)(C)C)(C)C ((S)-3,7-bis(3,3-dimethylbut-1-ynyl)-2′,6′-dihydrospiro[chromeno[2,3-b]pyridine-5,3′-[1,4]oxazin]-5′-amine). The yield is 51.0%. As a reaction SMILES: Br[C:2]1[CH:3]=[C:4]2[C@@:15]3([N:20]=[C:19]([NH2:21])[CH2:18][O:17][CH2:16]3)[C:14]3[C:9](=[CH:10][CH:11]=[C:12](I)[CH:13]=3)[O:8][C:5]2=[N:6][CH:7]=1.[CH3:23][C:24]([CH3:28])([CH3:27])[C:25]#[CH:26]>CC1OCCC1.C1C=CC([P]([Pd]([P](C2C=CC=CC=2)(C2C=CC=CC=2)C2C=CC=CC=2)([P](C2C=CC=CC=2)(C2C=CC=CC=2)C2C=CC=CC=2)[P](C2C=CC=CC=2)(C2C=CC=CC=2)C2C=CC=CC=2)(C2C=CC=CC=2)C2C=CC=CC=2)=CC=1.[Cu]I>[CH3:23][C:24]([CH3:28])([CH3:27])[C:25]#[C:26][C:2]1[CH:3]=[C:4]2[C@@:15]3([N:20]=[C:19]([NH2:21])[CH2:18][O:17][CH2:16]3)[C:14]3[C:9](=[CH:10][CH:11]=[C:12]([C:26]#[C:25][C:24]([CH3:28])([CH3:27])[CH3:23])[CH:13]=3)[O:8][C:5]2=[N:6][CH:7]=1 |^1:38,40,59,78|. Procedure details: A vial was charged with (S)-3-bromo-7-iodo-2′,6′-dihydrospiro[chromeno[2,3-b]pyridine-5,3′-[1,4]oxazin]-5′-amine (0.520 g, 1.102 mmol), DIPA (0.785 mL, 5.51 mmol), Pd(PPh3)4 (0.127 g, 0.110 mmol), copper(I) iodide (0.021 g, 0.110 mmol), and 3,3-dimethyl-1-butyne (0.203 mL, 1.652 mmol) DMF (3 ml) was added, the vial was sealed under argon, and was heated to 90° C. for 60 minutes. The reaction mixture was diluted with 2-MeTHF then washed with water. The organics were dried over MgSO4 and concentra... The reactants are CCOC(=O)C12CC1CCN2, CO, N. Product: NC(=O)C12CC1CCN2. As a reaction SMILES: [CH2:1]([O:3][C:4](=[O:2])[C:6]12[NH:7][CH2:8][CH2:9][CH:10]1[CH2:11]2)[CH3:5].[CH3:13][OH:14].[NH3:12]>>[O:3]=[C:4]([C:6]12[NH:7][CH2:8][CH2:9][CH:10]1[CH2:11]2)[NH2:12]. The reactants are FC1=C(C=O)C=CC(=C1)F (2,4-difluorobenzaldehyde), [H-].[Na+] (sodium hydride), SCC(=O)OC (methyl mercaptoacetate). Yields the product COC(=O)C=1SC2=C(C1)C=CC(=C2)F (Methyl6-fluoro-1-benzothiophene-2-carboxylate). Isolated yield 67.3%. Reaction SMILES: F[C:2]1[CH:9]=[C:8]([F:10])[CH:7]=[CH:6][C:3]=1[CH:4]=O.[H-].[Na+].[SH:13][CH2:14][C:15]([O:17][CH3:18])=[O:16]>>[CH3:18][O:17][C:15]([C:14]1[S:13][C:2]2[CH:9]=[C:8]([F:10])[CH:7]=[CH:6][C:3]=2[CH:4]=1)=[O:16] |f:1.2|. Reported procedure: Using 2.00 g (14.07 mmol) of 2,4-difluorobenzaldehyde, 0.84 g (21.11 mmol) of sodium hydride (60% pure) and 1.64 g (15.48 mmol) of methyl mercaptoacetate, 1.99 g of the desired product are obtained. The product is obtained in a purity which permits further reaction and is reacted without further purification. The product is ClC=1C=C(C=CC1Cl)C1CN(CC2=CC(=C(C=C12)F)C1=NC=CN=C1)C ((+)-4-(3,4-Dichlorophenyl)-6-fluoro-2-methyl-7-(pyrazin-2-yl)-1,2,3,4-tetrahydroisoquinoline). As a reaction SMILES: [Cl:1][C:2]1[CH:3]=[C:4]([CH:9]2[C:18]3[C:13](=[CH:14][C:15](B4OC(C)(C)C(C)(C)O4)=[C:16]([F:19])[CH:17]=3)[CH2:12][N:11]([CH3:29])[CH2:10]2)[CH:5]=[CH:6][C:7]=1[Cl:8].Cl[C:31]1[CH:36]=[N:35][CH:34]=[CH:33][N:32]=1>>[Cl:1][C:2]1[CH:3]=[C:4]([CH:9]2[C:18]3[C:13](=[CH:14][C:15]([C:31]4[CH:36]=[N:35][CH:34]=[CH:33][N:32]=4)=[C:16]([F:19])[CH:17]=3)[CH2:12][N:11]([CH3:29])[CH2:10]2)[CH:5]=[CH:6][C:7]=1[Cl:8]. The yield is 47.0%. Procedure: A procedure similar to the one in Step A of Example 29 was used to couple (+)-4-(3,4-dichlorophenyl)-6-fluoro-2-methyl-7-(4,4,5,5-tetramethyl-1,3,2-dioxaborolan-2-yl)-1,2,3,4-tetrahydroisoquinoline with 2-chloropyrazine. (+)-4-(3,4-Dichlorophenyl)-6-fluoro-2-methyl-7-(pyrazin-2-yl)-1,2,3,4-tetrahydroisoquinoline was obtained in 47% yield as a brown oil: ESI MS m/z 388 [M+H]+. The reactants are ClC=1C=C(C=CC1Cl)C1CN(CC2=CC(=C(C=C12)F)B1OC(C(O1)(C)C)(C)C)C ((+)-4-(3,4-dichlorophenyl)-6-fluoro-2-methyl-7-(4,4,5,5-tetramethyl-1,3,2-dioxaborolan-2-yl)-1,2,3,4-tetrahydroisoquinoline), ClC1=NC=CN=C1 (2-chloropyrazine). RXN SMILES: [CH3:37][OH:38].[CH:1]([CH3:2])([CH3:3])[O:4][C:5]([C:6](=[O:7])[O:8][CH2:9][CH3:10])=[CH:11][c:12]1[cH:13][c:14]([C:20](=[O:21])[NH:22][CH2:23][c:24]2[cH:25][cH:26][c:27]([C:30]([F:31])([F:32])[F:33])[cH:28][cH:29]2)[c:15]([O:18][CH3:19])[cH:16][cH:17]1.[ClH:36].[Na+:35].[OH-:34]>>[CH:1]([CH3:2])([CH3:3])[O:4][C:5]([C:6](=[O:7])[OH:8])=[CH:11][c:12]1[cH:13][c:14]([C:20](=[O:21])[NH:22][CH2:23][c:24]2[cH:25][cH:26][c:27]([C:30]([F:31])([F:32])[F:33])[cH:28][cH:29]2)[c:15]([O:18][CH3:19])[cH:16][cH:17]1. Reactants: CO, CCOC(=O)C(=Cc1ccc(OC)c(C(=O)NCc2ccc(C(F)(F)F)cc2)c1)OC(C)C, Cl, [Na+], [OH-]. Product: COc1ccc(C=C(OC(C)C)C(=O)O)cc1C(=O)NCc1ccc(C(F)(F)F)cc1. Reactants: O=C([O-])[O-], CSc1n[nH]c(N)n1, O=C(CCl)N1CCN(c2ccc(Cl)cc2)CC1, [K+], [K+], CN(C)C=O. Yields the product CSc1nc(N)n(CC(=O)N2CCN(c3ccc(Cl)cc3)CC2)n1. As a reaction SMILES: [C:9](=[O:10])([O-:11])[O-:12].[CH3:1][S:2][c:3]1[n:4][c:5]([NH2:8])[nH:6][n:7]1.[Cl:15][CH2:16][C:17](=[O:18])[N:19]1[CH2:20][CH2:21][N:22]([c:25]2[cH:26][cH:27][c:28]([Cl:31])[cH:29][cH:30]2)[CH2:23][CH2:24]1.[K+:13].[K+:14].[O:32]=[CH:33][N:34]([CH3:35])[CH3:36]>>[CH3:1][S:2][c:3]1[n:4][c:5]([NH2:8])[n:6]([CH2:16][C:17](=[O:18])[N:19]2[CH2:20][CH2:21][N:22]([c:25]3[cH:26][cH:27][c:28]([Cl:31])[cH:29][cH:30]3)[CH2:23][CH2:24]2)[n:7]1.